This data is from the Open Reaction Database (ORD), a public repository of structured organic reaction records. The task is: describe an organic reaction: reactants, conditions, products, and yield The reactants are Cc1cc(C(=O)O)cc(Cl)n1, CCNC(C)C. Reagents/catalysts: CCN=C=NCCCN(C)C.Cl (EDC-HCl), CN1CCOCC1 (NMM), C1(=C(C(=C(C(=C1F)F)F)F)F)O (Pentafluorophenol). Run in CN(C)C=O (DMF), CN(C)C=O (DMF), CN(C)C=O (DMF), CN(C)C=O (DMF), CN(C)C=O (DMF), CN(C)C=O (DMF). Conditions: temperature 25 celsius, time 2 hour. Product: CCN(C(=O)c1cc(C)nc(Cl)c1)C(C)C. The yield is 25.4%. As a reaction SMILES: CCNC(C)C.Cc1cc(C(=O)O)cc(Cl)n1.CCN=C=NCCCN(C)C.Cl.C1(=C(C(=C(C(=C1F)F)F)F)F)O.CN1CCOCC1.CN(C)C=O>>CCN(C(=O)c1cc(C)nc(Cl)c1)C(C)C.